Dataset: the Open Reaction Database (ORD), a public repository of structured organic reaction records. Task: describe an organic reaction: reactants, conditions, products, and yield Starting materials: FC1=C(C=CC=C1)C1=CC=C(C=C1)C(C(=O)O)S(=O)C ((2'-fluoro-4-biphenylyl)-methyl-sulfinyl-acetic acid), O (water), C([O-])([O-])=O.[K+].[K+] (potassium carbonate), CI (methyl iodide). The solvent is CS(=O)C (dimethyl sulfoxide). Reaction conditions: time 3 hour. Yields the product COC(C(S(=O)C)C1=CC=C(C=C1)C1=C(C=CC=C1)F)=O ((2'-Fluoro-4-biphenylyl)-methylsulfinyl-acetic acid methyl ester). As a reaction SMILES: [F:1][C:2]1[CH:7]=[CH:6][CH:5]=[CH:4][C:3]=1[C:8]1[CH:13]=[CH:12][C:11]([CH:14]([S:18]([CH3:20])=[O:19])[C:15]([OH:17])=[O:16])=[CH:10][CH:9]=1.[C:21](=O)([O-])[O-].[K+].[K+].CI.O>CS(C)=O>[CH3:21][O:16][C:15](=[O:17])[CH:14]([C:11]1[CH:12]=[CH:13][C:8]([C:3]2[CH:4]=[CH:5][CH:6]=[CH:7][C:2]=2[F:1])=[CH:9][CH:10]=1)[S:18]([CH3:20])=[O:19] |f:1.2.3|. Procedure details: A solution of 11.5 gm (39.3 millimols) of (2'-fluoro-4-biphenylyl)-methyl-sulfinyl-acetic acid in 60 ml of dimethyl sulfoxide, was admixed with 8.2 gm of dry potassium carbonate and 8.4 gm of methyl iodide, and the mixture was stirred at room temperature for 3 hours. Thereafter, water was added, whereupon the reaction product crystallized out and was suction-filtered off, dried and recrystallized from carbon tetrachloride and isopropanol Yield: 3.8 gm (32% of theory); m.p. 79°-80° C Starting materials: O=C(c1ncc[nH]1)c1ncc[nH]1, C1CCNCC1, ClCCl, O=C(O)c1ccc2ncoc2c1. The product is O=C(c1ccc2ncoc2c1)N1CCCCC1. RXN SMILES: [C:19]([c:20]1[nH:21][cH:22][cH:23][n:24]1)([c:25]1[nH:26][cH:27][cH:28][n:29]1)=[O:30].[CH2:13]1[CH2:14][CH2:15][NH:16][CH2:17][CH2:18]1.[Cl:31][CH2:32][Cl:33].[o:1]1[cH:2][n:3][c:4]2[c:5]1[cH:6][c:7]([C:10](=[O:11])[OH:12])[cH:8][cH:9]2>>[o:1]1[cH:2][n:3][c:4]2[c:5]1[cH:6][c:7]([C:10](=[O:12])[N:16]1[CH2:15][CH2:14][CH2:13][CH2:18][CH2:17]1)[cH:8][cH:9]2. Conditions: time 18 hour. Solvent: CCOC(=O)C (EtOAc), CN(C)C=O (DMF). Isolated yield 86.8%. RXN SMILES: [NH2:1][C:2]1[S:3][CH:4]=[C:5]([C:7]2[CH:17]=[CH:16][C:10]([O:11][CH2:12][C:13]([OH:15])=O)=[CH:9][CH:8]=2)[N:6]=1.[CH:18]1([CH2:24][NH2:25])[CH2:23][CH2:22][CH2:21][CH2:20][CH2:19]1.CCN(C(C)C)C(C)C.CN(C(ON1N=NC2C=CC=CC1=2)=[N+](C)C)C.[B-](F)(F)(F)F>CN(C=O)C.CCOC(C)=O>[NH2:1][C:2]1[S:3][CH:4]=[C:5]([C:7]2[CH:8]=[CH:9][C:10]([O:11][CH2:12][C:13]([NH:25][CH2:24][CH:18]3[CH2:23][CH2:22][CH2:21][CH2:20][CH2:19]3)=[O:15])=[CH:16][CH:17]=2)[N:6]=1 |f:3.4|. Yields the product NC=1SC=C(N1)C1=CC=C(OCC(=O)NCC2CCCCC2)C=C1 (2-{4-(2-Amino-4-thiazolyl)phenoxy}-N-(cyclohexylmethyl)acetamide). Procedure details: To a solution of the product of example 3 (358 mg, 1.0 mmol) in DMF (10 mL) were added successively cyclohexanemethylamine (130 μL, 1.0 mmol), DIPEA (700 μL, 4.0 mmol) and TBTU (321 mg, 1.0 mmol). The resulting mixture was stirred at room temperature for 18 h and then diluted with EtOAc. The mixture was washed with a saturated aqueous solution of NaHCO3 and then brine, dried (MgSO4) and concentrated under reduced pressure. The residue was purified by flash chromatography (SiO2, 4:1, EtOAc:hexane... Starting materials: NC=1SC=C(N1)C1=CC=C(OCC(=O)O)C=C1 (2-{4-(2-Amino-4-thiazolyl)phenoxy}acetic acid), C1(CCCCC1)CN (cyclohexanemethylamine), CCN(C(C)C)C(C)C (DIPEA), CN(C)C(=[N+](C)C)ON1C2=C(C=CC=C2)N=N1.[B-](F)(F)(F)F (TBTU). Reactants: NCC1=C(N(C2=CC(=CC=C2C1=O)OC)C1=CC=CC=C1)C(=O)OC (methyl 3-(aminomethyl)-7-methoxy-4-oxo-1-phenyl-1,4-dihydroquinoline-2-carboxylate), C(C)(C)(C)C1=CC=C(C(=O)Cl)C=C1 (4-tert-butyl-benzoyl chloride). The product is COC(=O)C=1N(C2=CC(=CC=C2C(C1CNC(C1=CC=C(C=C1)C(C)(C)C)=O)=O)OC)C1=CC=CC=C1 (3-[(4-tert-Butyl-benzoylamino)-methyl]-7-methoxy-4-oxo-1-phenyl-1,4-dihydro-quino-line-2-carboxylic acid methyl ester). As a reaction SMILES: [NH2:1][CH2:2][C:3]1[C:12](=[O:13])[C:11]2[C:6](=[CH:7][C:8]([O:14][CH3:15])=[CH:9][CH:10]=2)[N:5]([C:16]2[CH:21]=[CH:20][CH:19]=[CH:18][CH:17]=2)[C:4]=1[C:22]([O:24][CH3:25])=[O:23].[C:26]([C:30]1[CH:38]=[CH:37][C:33]([C:34](Cl)=[O:35])=[CH:32][CH:31]=1)([CH3:29])([CH3:28])[CH3:27]>>[CH3:25][O:24][C:22]([C:4]1[N:5]([C:16]2[CH:17]=[CH:18][CH:19]=[CH:20][CH:21]=2)[C:6]2[C:11]([C:12](=[O:13])[C:3]=1[CH2:2][NH:1][C:34](=[O:35])[C:33]1[CH:37]=[CH:38][C:30]([C:26]([CH3:28])([CH3:27])[CH3:29])=[CH:31][CH:32]=1)=[CH:10][CH:9]=[C:8]([O:14][CH3:15])[CH:7]=2)=[O:23]. Procedure: 3-[(4-tert-Butyl-benzoylamino)-methyl]-7-methoxy-4-oxo-1-phenyl-1,4-dihydro-quino-line-2-carboxylic acid methyl ester was prepared starting from intermediate K and 4-tert-butyl-benzoyl chloride. MS calcd. for C30H30N2O5 [(M+H)+] 499.2, obsd. 499.2. Starting materials: BrC=1C=C(CN2N=C(C=C2C)C2=NC(=NO2)C2=CC=C(C=C2)SC(F)(F)F)C=CC1 (5-[1-(3-Bromobenzyl)-5-methyl-1H-pyrazol-3-yl]-3-{4-[(trifluoromethyl)sulphanyl]phenyl}-1,2,4-oxadiazole), [Si](C1=CC=CC=C1)(C1=CC=CC=C1)(C(C)(C)C)OC1CCNCC1 (4-{[tert-Butyl(diphenyl)silyl]oxy}piperidine), C1(CCCCC1)P(C1=C(C=CC=C1)C1=C(C=C(C=C1C(C)C)C(C)C)C(C)C)C1CCCCC1 (2-dicyclohexylphosphino-2′,4′,6′-triisopropylbiphenyl), CC(C)([O-])C.[Na+] (sodium tert-butoxide). Reagents/catalysts: C=1C=CC(=CC1)/C=C/C(=O)/C=C/C2=CC=CC=C2.C=1C=CC(=CC1)/C=C/C(=O)/C=C/C2=CC=CC=C2.C=1C=CC(=CC1)/C=C/C(=O)/C=C/C2=CC=CC=C2.[Pd].[Pd] (tris(dibenzylideneacetone)dipalladium(0)). The solvent is C1(=CC=CC=C1)C (toluene), O (water). Reaction conditions: temperature 80 celsius, time 20 minute. The product is CC1=CC(=NN1CC=1C=C(C=CC1)N1CCC(CC1)O)C1=NC(=NO1)C1=CC=C(C=C1)SC(F)(F)F (1-(3-{[5-Methyl-3-(3-{4-[(trifluoromethyl)sulphanyl]phenyl}-1,2,4-oxadiazol-5-yl)-1H-pyrazol-1-yl]methyl}phenyl)piperidin-4-ol). Reaction SMILES: Br[C:2]1[CH:3]=[C:4]([CH:28]=[CH:29][CH:30]=1)[CH2:5][N:6]1[C:10]([CH3:11])=[CH:9][C:8]([C:12]2[O:16][N:15]=[C:14]([C:17]3[CH:22]=[CH:21][C:20]([S:23][C:24]([F:27])([F:26])[F:25])=[CH:19][CH:18]=3)[N:13]=2)=[N:7]1.[Si]([O:48][CH:49]1[CH2:54][CH2:53][NH:52][CH2:51][CH2:50]1)(C(C)(C)C)(C1C=CC=CC=1)C1C=CC=CC=1.C1(P(C2CCCCC2)C2C=CC=CC=2C2C(C(C)C)=CC(C(C)C)=CC=2C(C)C)CCCCC1.CC(C)([O-])C.[Na+]>C1(C)C=CC=CC=1.C1C=CC(/C=C/C(/C=C/C2C=CC=CC=2)=O)=CC=1.C1C=CC(/C=C/C(/C=C/C2C=CC=CC=2)=O)=CC=1.C1C=CC(/C=C/C(/C=C/C2C=CC=CC=2)=O)=CC=1.[Pd].[Pd].O>[CH3:11][C:10]1[N:6]([CH2:5][C:4]2[CH:3]=[C:2]([N:52]3[CH2:53][CH2:54][CH:49]([OH:48])[CH2:50][CH2:51]3)[CH:30]=[CH:29][CH:28]=2)[N:7]=[C:8]([C:12]2[O:16][N:15]=[C:14]([C:17]3[CH:22]=[CH:21][C:20]([S:23][C:24]([F:27])([F:26])[F:25])=[CH:19][CH:18]=3)[N:13]=2)[CH:9]=1 |f:3.4,6.7.8.9.10|. Procedure: A mixture of 500 mg (1.01 mmol) of the compound from Example 10A, 514 mg (1.51 mmol) of the compound from Example 9A, 92 mg (0.101 mmol) of tris(dibenzylideneacetone)dipalladium(0), 96 mg (0.202 mmol) of 2-dicyclohexylphosphino-2′,4′,6′-triisopropylbiphenyl (X-Phos) and 194 mg (2.02 mmol) of sodium tert-butoxide in 10 ml of toluene was heated to 80° C. under argon in a microwave oven (Biotage Initiator, dynamic control of the incident power) for 3 h. After cooling to RT, 100 ml of water were add...